Dataset: the Open Reaction Database (ORD), a public repository of structured organic reaction records. Task: describe an organic reaction: reactants, conditions, products, and yield The reactants are COC=1C=CC(=NC1OC)NC=1C2=C(N=C(N1)N1CC(CC1)NC(OC(C)(C)C)=O)SC=N2 (tert-butyl 1-(7-(5,6-dimethoxypyridin-2-ylamino)thiazolo[5,4-d]pyrimidin-5-yl)pyrrolidin-3-ylcarbamate), Cl (HCl). The solvent is O1CCOCC1 (dioxane). Yields the product Cl.NC1CN(CC1)C=1N=C(C2=C(N1)SC=N2)NC2=NC(=C(C=C2)OC)OC (5-(3-aminopyrrolidin-1-yl)-N-(5,6-dimethoxypyridin-2-yl)thiazolo[5,4-d]pyrimidin-7-amine hydrochloride). Reaction SMILES: [CH3:1][O:2][C:3]1[CH:4]=[CH:5][C:6]([NH:11][C:12]2[C:13]3[N:33]=[CH:32][S:31][C:14]=3[N:15]=[C:16]([N:18]3[CH2:22][CH2:21][CH:20]([NH:23]C(=O)OC(C)(C)C)[CH2:19]3)[N:17]=2)=[N:7][C:8]=1[O:9][CH3:10].[ClH:34]>O1CCOCC1>[ClH:34].[NH2:23][CH:20]1[CH2:21][CH2:22][N:18]([C:16]2[N:17]=[C:12]([NH:11][C:6]3[CH:5]=[CH:4][C:3]([O:2][CH3:1])=[C:8]([O:9][CH3:10])[N:7]=3)[C:13]3[N:33]=[CH:32][S:31][C:14]=3[N:15]=2)[CH2:19]1 |f:3.4|. Procedure details: A solution of tert-butyl 1-(7-(5,6-dimethoxypyridin-2-ylamino)thiazolo[5,4-d]pyrimidin-5-yl)pyrrolidin-3-ylcarbamate (260 mg, 0.549 mmol) in 20 mL of saturated HCl in dioxane was stirred at room temperature for 24 hours. The solvent was evaporated to give 5-(3-aminopyrrolidin-1-yl)-N-(5,6-dimethoxypyridin-2-yl)thiazolo[5,4-d]pyrimidin-7-amine hydrochloride (283 mg, crude) as a yellow solid. It was used directly in the next step without further purification. LC-MS: 187.6 [M/2+H]+, 374.0 [M+H]+, t... The reactants are CN1CCCC1=O, CCN(C(C)C)C(C)C, O=[N+]([O-])c1ccc(O)c(F)c1, Nc1cc(Cl)ccn1. The product is Nc1cc(Oc2ccc([N+](=O)[O-])cc2F)ccn1. Reaction SMILES: [CH3:29][N:30]1[CH2:31][CH2:32][CH2:33][C:34]1=[O:35].[CH:20]([N:21]([CH2:22][CH3:23])[CH:24]([CH3:25])[CH3:26])([CH3:27])[CH3:28].[F:9][c:10]1[c:11]([OH:19])[cH:12][cH:13][c:14]([N+:16](=[O:17])[O-:18])[cH:15]1.[NH2:1][c:2]1[n:3][cH:4][cH:5][c:6]([Cl:8])[cH:7]1>>[NH2:1][c:2]1[n:3][cH:4][cH:5][c:6]([O:19][c:11]2[c:10]([F:9])[cH:15][c:14]([N+:16](=[O:17])[O-:18])[cH:13][cH:12]2)[cH:7]1. The reactants are C([O-])(O)=O.[K+] (potassium bicarbonate), COP(=O)(OC)CC(CP(=O)(OC)OC)=O (1,3-bis(dimethylphosphono)propan-2-one), C(CCCCCCCCCCC=O)=O (dodecan-1,12-dial). The solvent is O (water), C(C)(C)(C)O (t-butanol). Conditions: time 2 hour. The product is COP(=O)(OC)CC(C=CCCCCCCCCCCC=O)=O (15-(dimethyphosphono)-pentadec-12-en-14-on-1-al). RXN SMILES: C(=O)(O)[O-].[K+].COP([CH2:12][C:13](=[O:21])[CH2:14][P:15]([O:19][CH3:20])([O:17][CH3:18])=[O:16])(OC)=O.[CH:22](=O)[CH2:23][CH2:24][CH2:25][CH2:26][CH2:27][CH2:28][CH2:29][CH2:30][CH2:31][CH2:32][CH:33]=[O:34]>O.C(O)(C)(C)C>[CH3:20][O:19][P:15]([CH2:14][C:13](=[O:21])[CH:12]=[CH:22][CH2:23][CH2:24][CH2:25][CH2:26][CH2:27][CH2:28][CH2:29][CH2:30][CH2:31][CH2:32][CH:33]=[O:34])([O:17][CH3:18])=[O:16] |f:0.1|. Procedure: A solution of 5 g of potassium bicarbonate in 150 ml of water was added to a mixture of 8.22 g (30 mMole) of 1,3-bis(dimethylphosphono)propan-2-one and 5.94 g (80 mMole) of dodecan-1,12-dial in 150 ml of t-butanol. After 21/2 h stirring at 27° under nitrogen water was added and the mixture was extracted with ether. The organic layer was separated, washed with brine, dried over sodium sulphate and evaporated. The residue was chromatographed on 150 g of silica gel. Hexane-ethyl acetate 1:1 eluted ... The reactants are N#Cc1ccc(-n2nc(C#N)c(OC3CCNCC3)cc2=O)cc1F, CC(C)OC(=O)Cl, ClCCl, Cl. Yields the product CC(C)OC(=O)N1CCC(Oc2cc(=O)n(-c3ccc(C#N)c(F)c3)nc2C#N)CC1. Reaction SMILES: [C:1](#[N:2])[c:3]1[c:4]([F:25])[cH:5][c:6](-[n:9]2[n:10][c:11]([C:23]#[N:24])[c:12]([O:16][CH:17]3[CH2:18][CH2:19][NH:20][CH2:21][CH2:22]3)[cH:13][c:14]2=[O:15])[cH:7][cH:8]1.[C:27]([O:28][CH:29]([CH3:30])[CH3:31])(=[O:32])[Cl:33].[Cl:34][CH2:35][Cl:36].[ClH:26]>>[C:1](#[N:2])[c:3]1[c:4]([F:25])[cH:5][c:6](-[n:9]2[n:10][c:11]([C:23]#[N:24])[c:12]([O:16][CH:17]3[CH2:18][CH2:19][N:20]([C:27]([O:28][CH:29]([CH3:30])[CH3:31])=[O:32])[CH2:21][CH2:22]3)[cH:13][c:14]2=[O:15])[cH:7][cH:8]1. Reactants: BrCCCCBr, O=C([O-])[O-], CC#N, [K+], [K+], N#CCC#N. Yields the product N#CC1(C#N)CCCC1. As a reaction SMILES: [Br:1][CH2:2][CH2:3][CH2:4][CH2:5][Br:6].[C:12](=[O:13])([O-:14])[O-:15].[CH3:18][C:19]#[N:20].[K+:16].[K+:17].[N:7]#[C:8][CH2:9][C:10]#[N:11]>>[CH2:2]1[CH2:3][CH2:4][CH2:5][C:9]1([C:8]#[N:7])[C:10]#[N:11]. Starting materials: O=C(CNC(=O)C1=CC=C(C=C1)C1=CC=CC=C1)N1CCNCC1 (Biphenyl-4-carboxylic acid (2-oxo-2-piperazin-1-yl-ethyl)-amide), CCN(C(C)C)C(C)C (DIPEA), ClC1=C(C(=O)O)C(=CC=C1)Cl (2,6-dichloro-benzoic acid), C=1C=CC2=C(C1)N=NN2O (HOBT), CCN=C=NCCCN(C)C (EDCI). Solvent: O (water), CN(C)C=O (DMF). Reaction conditions: time 2 minute. Yields the product ClC1=C(C(=O)N2CCN(CC2)C(CNC(=O)C2=CC=C(C=C2)C2=CC=CC=C2)=O)C(=CC=C1)Cl (biphenyl-4-carboxylic acid {2-[4-(2,6-dichloro-benzoyl)-piperazin-1-yl]-2-oxo-ethyl}-amide). Isolated yield 16.8%. RXN SMILES: CCN(C(C)C)C(C)C.[Cl:10][C:11]1[CH:19]=[CH:18][CH:17]=[C:16]([Cl:20])[C:12]=1[C:13]([OH:15])=O.C1C=CC2N(O)N=NC=2C=1.CCN=C=NCCCN(C)C.[O:42]=[C:43]([N:60]1[CH2:65][CH2:64][NH:63][CH2:62][CH2:61]1)[CH2:44][NH:45][C:46]([C:48]1[CH:53]=[CH:52][C:51]([C:54]2[CH:59]=[CH:58][CH:57]=[CH:56][CH:55]=2)=[CH:50][CH:49]=1)=[O:47]>CN(C=O)C.O>[Cl:20][C:16]1[CH:17]=[CH:18][CH:19]=[C:11]([Cl:10])[C:12]=1[C:13]([N:63]1[CH2:62][CH2:61][N:60]([C:43](=[O:42])[CH2:44][NH:45][C:46]([C:48]2[CH:53]=[CH:52][C:51]([C:54]3[CH:59]=[CH:58][CH:57]=[CH:56][CH:55]=3)=[CH:50][CH:49]=2)=[O:47])[CH2:65][CH2:64]1)=[O:15]. Procedure details: DIPEA (159.8 mg, 0.21 mL, 1.2 mmol) was added to a stirred solution of 2,6-dichloro-benzoic acid (59 mg, 0.3 mmol) in DMF (3 mL). HOBT (45.9 mg, 0.34 mmol) and EDCI (130.4 mg, 0.68 mmol) were then added at room temperature. After 2 minutes, Biphenyl-4-carboxylic acid (2-oxo-2-piperazin-1-yl-ethyl)-amide (120 mg, 0.37 mmol) was added and the resulting mixture was stirred at room temperature overnight. Cold water was then added and the product was extracted with EtOAc and the organic layer was was... The reactants are C[Si](C(C(C)C)(C)C)(OC1=C(C=CC=C1)CCO)C (dimethyl [2-(hydroxy)ethylphenoxy] (1,1,2-trimethylpropyl) silane), N1=CC=CC=C1 (pyridine), BrBr (bromine). The solvent is C1(=CC=CC=C1)C (toluene), C1(=CC=CC=C1)C (toluene), CCCCCC (hexane). Conditions: temperature 18 celsius. Product: C[Si](C(C(C)C)(C)C)(OC1=CC=C(C=C1)CCBr)C (Dimethyl[4-(2-bromoethyl)phenoxy]-(1,1,2-trimethylpropyl)silane). RXN SMILES: [Br:1]Br.[CH3:3][Si:4]([CH3:21])([O:11][C:12]1[CH:17]=[CH:16][CH:15]=[CH:14][C:13]=1CCO)[C:5]([CH3:10])([CH3:9])[CH:6]([CH3:8])[CH3:7].N1[CH:27]=[CH:26]C=CC=1>C1(C)C=CC=CC=1.CCCCCC>[CH3:21][Si:4]([CH3:3])([O:11][C:12]1[CH:13]=[CH:14][C:15]([CH2:26][CH2:27][Br:1])=[CH:16][CH:17]=1)[C:5]([CH3:9])([CH3:10])[CH:6]([CH3:7])[CH3:8]. Procedure: To a 0° C. solution of 19.7 g (75 mmol) in 350 mL of toluene was added dropwise over 5 minutes 3.8 mL (74 mmol) of bromine. This was stirred for 50 minutes at which time a solution of 21.0 g (75 mmol) of dimethyl [2-(hydroxy)ethylphenoxy] (1,1,2-trimethylpropyl) silane and 6.1 mL (75 mmol) of pyridine in 100 mL of toluene was added dropwise over 10 minutes. The reaction mixture was allowed to warm slowly to 18° C. over 4.3 hours. The mixture was cooled to 0° C. and diluted with 500 mL hexane. Th...